Dataset: the Open Reaction Database (ORD), a public repository of structured organic reaction records. Task: describe an organic reaction: reactants, conditions, products, and yield Starting materials: ClC=1C=C2C(C(=O)NC2=O)=CC1S(N)(=O)=O (4-chloro-5-sulfamoylphthalimide), NC1CCN(CC1)CC1=CC(=CC=C1)C(F)(F)F (4-amino-1-(3-trifluoromethylbenzyl)piperidine). The product is C(CCCC)O (n-pentanol), ClC1=C(C=C2C(N(C(C2=C1)=O)C1CCN(CC1)CC1=CC(=CC=C1)C(F)(F)F)=O)S(=O)(=O)N (6-Chloro-2,3-dihydro-1,3-dioxo-2-[1-[[3-(trifluoromethyl)-phenyl]methyl]-4-piperidinyl]-1H-isoindole-5-sulfonamide). RXN SMILES: [Cl:1][C:2]1[CH:3]=[C:4]2[C:9](=[O:10])[NH:8][C:6](=[O:7])[C:5]2=[CH:11][C:12]=1[S:13](=[O:16])(=[O:15])[NH2:14].N[CH:18]1[CH2:23][CH2:22][N:21]([CH2:24][C:25]2[CH:30]=[CH:29][CH:28]=[C:27]([C:31]([F:34])([F:33])[F:32])[CH:26]=2)[CH2:20][CH2:19]1>>[CH2:6]([OH:7])[CH2:5][CH2:4][CH2:3][CH3:2].[Cl:1][C:2]1[CH:3]=[C:4]2[C:5]([C:6](=[O:7])[N:8]([CH:18]3[CH2:19][CH2:20][N:21]([CH2:24][C:25]4[CH:30]=[CH:29][CH:28]=[C:27]([C:31]([F:34])([F:32])[F:33])[CH:26]=4)[CH2:22][CH2:23]3)[C:9]2=[O:10])=[CH:11][C:12]=1[S:13]([NH2:14])(=[O:16])=[O:15]. Reported procedure: Reaction of 4-chloro-5-sulfamoylphthalimide (10.1 g., 0.0386 mole) and 4-amino-1-(3-trifluoromethylbenzyl)piperidine (10.0 g., 0.0386 mole) in 200 ml. of n-pentanol according to the procedure of Example 1(a) afforded the crude 1,3-dioxoisoindole product purified by chromatography to yield 8.1 g. (42% yield) of 6-chloro-2,3-dihydro-1,3-dioxo-2-[1-[[3-(trifluoromethyl)phenyl]methyl]-4-piperidinyl]-1H-isoindole-5-sulfonamide. The NMR spectral data was consistent for the compound used without furthe... As a reaction SMILES: [Br:63][CH:64]([CH3:65])[c:66]1[c:67]([C:72]([F:73])([F:74])[F:75])[cH:68][cH:69][cH:70][cH:71]1.[C:1]([CH3:2])([CH3:3])([CH3:4])[Si:5]([O:6][CH2:7][c:8]1[cH:9][c:10]2[c:11]([cH:12][n:13]1)[n:14](-[c:17]1[cH:18][c:19]([OH:26])[c:20]([C:22](=[O:23])[O:24][CH3:25])[s:21]1)[cH:15][n:16]2)([CH3:27])[CH3:28].[C:29]([Si:30]([CH3:31])([CH3:32])[O:33][CH2:34][c:35]1[n:36][cH:37][c:38]2[n:39][cH:40][n:41](-[c:42]3[s:43][c:44]([C:45]([O:46][CH3:47])=[O:48])[c:49]([OH:50])[cH:51]3)[c:52]2[cH:53]1)([CH3:54])([CH3:55])[CH3:56].[CH3:76][N:77]([CH3:78])[CH:79]=[O:80].[K+:57].[K+:58].[O-:59][C:60]([O-:61])=[O:62]>>[C:1]([CH3:2])([CH3:3])([CH3:4])[Si:5]([O:6][CH2:7][c:8]1[cH:9][c:10]2[c:11]([cH:12][n:13]1)[n:14](-[c:17]1[cH:18][c:19]([O:26][CH:64]([CH3:65])[c:66]3[c:67]([C:72]([F:73])([F:74])[F:75])[cH:68][cH:69][cH:70][cH:71]3)[c:20]([C:22](=[O:23])[O:24][CH3:25])[s:21]1)[cH:15][n:16]2)([CH3:27])[CH3:28]. The product is COC(=O)c1sc(-n2cnc3cc(CO[Si](C)(C)C(C)(C)C)ncc32)cc1OC(C)c1ccccc1C(F)(F)F. The reactants are CC(Br)c1ccccc1C(F)(F)F, COC(=O)c1sc(-n2cnc3cc(CO[Si](C)(C)C(C)(C)C)ncc32)cc1O, COC(=O)c1sc(-n2cnc3cnc(CO[Si](C)(C)C(C)(C)C)cc32)cc1O, CN(C)C=O, [K+], [K+], O=C([O-])[O-]. Reactants: NC1=CC=C2C(C(=CN3C(CCC1=C23)C)C(=O)O)=O (8-amino-6,7-dihydro-5-methyl-1-oxo-1H,5H-benzo[ij]quinolizine-2-carboxylic acid), COC1OC(CC1)OC (2,5-dimethoxytetrahydrofuran). The solvent is C(C)(=O)O (acetic acid). Product: CC1CCC2=C3C(C(C(=CN13)C(=O)O)=O)=CC=C2N2C=CC=C2 (6,7-dihydro-5-methyl-1-oxo-8-(1-pyrryl)-1H,5H-benzo[ij]quinolizine-2-carboxylic acid). Reaction SMILES: [NH2:1][C:2]1[C:13]2=[C:14]3[N:9]([CH:10]([CH3:15])[CH2:11][CH2:12]2)[CH:8]=[C:7]([C:16]([OH:18])=[O:17])[C:6](=[O:19])[C:5]3=[CH:4][CH:3]=1.CO[CH:22]1[CH2:26][CH2:25][CH:24](OC)O1>C(O)(=O)C>[CH3:15][CH:10]1[N:9]2[C:14]3[C:5](=[CH:4][CH:3]=[C:2]([N:1]4[CH:22]=[CH:26][CH:25]=[CH:24]4)[C:13]=3[CH2:12][CH2:11]1)[C:6](=[O:19])[C:7]([C:16]([OH:18])=[O:17])=[CH:8]2. Procedure: To a suspension of 3.0 g of 8-amino-6,7-dihydro-5-methyl-1-oxo-1H,5H-benzo[ij]quinolizine-2-carboxylic acid in 30 ml of glacial acetic acid was added 3.0 g of 2,5-dimethoxytetrahydrofuran and the mixture was heated on a steam bath for 1.5 hours. Cooling produced a solid which was separated by filtration to provide 6,7-dihydro-5-methyl-1-oxo-8-(1-pyrryl)-1H,5H-benzo[ij]quinolizine-2-carboxylic acid, m.p. 303°-305° C. Analysis: Calculated for C18H16N2O3 : %C, 70.1; %H, 5.2; %N, 9.1; Found: %C, 69.... Starting materials: C(C1=CC=CC=C1)N1CC2=C(N=C(N=C2N2CC([C@@H](CC2)OC)(C)C)C2=C3C(=NN(C3=CC=C2C)S(=O)(=O)C2=CC=C(C)C=C2)C)CC1 ((R)-6-benzyl-2-(3,5-dimethyl-1-tosyl-1H-indazol-4-yl)-4-(4-methoxy-3,3-dimethylpiperidin-1-yl)-5,6,7,8-tetrahydropyrido[4,3-d]pyrimidine), C(C)(=O)O (acetic acid). The reagents and catalysts are [OH-].[OH-].[Pd+2] (Pd(OH)2). Run in C1CCOC1 (THF), O (water). Reaction conditions: temperature 40 celsius, time 2.25 hour. Product: CC1=NN(C2=CC=C(C(=C12)C=1N=C(C2=C(N1)CCNC2)N2CC([C@@H](CC2)OC)(C)C)C)S(=O)(=O)C2=CC=C(C)C=C2 ((R)-2-(3,5-Dimethyl-1-tosyl-1H-indazol-4-yl)-4-(4-methoxy-3,3-dimethylpiperidin-1-yl)-5,6,7,8-tetrahydropyrido[4,3-d]pyrimidine). Reaction SMILES: C([N:8]1[CH2:48][CH2:47][C:11]2[N:12]=[C:13]([C:26]3[C:34]([CH3:35])=[CH:33][CH:32]=[C:31]4[C:27]=3[C:28]([CH3:46])=[N:29][N:30]4[S:36]([C:39]3[CH:45]=[CH:44][C:42]([CH3:43])=[CH:41][CH:40]=3)(=[O:38])=[O:37])[N:14]=[C:15]([N:16]3[CH2:21][CH2:20][C@@H:19]([O:22][CH3:23])[C:18]([CH3:25])([CH3:24])[CH2:17]3)[C:10]=2[CH2:9]1)C1C=CC=CC=1.C(O)(=O)C>C1COCC1.O.[OH-].[OH-].[Pd+2]>[CH3:46][C:28]1[C:27]2[C:31](=[CH:32][CH:33]=[C:34]([CH3:35])[C:26]=2[C:13]2[N:14]=[C:15]([N:16]3[CH2:21][CH2:20][C@@H:19]([O:22][CH3:23])[C:18]([CH3:25])([CH3:24])[CH2:17]3)[C:10]3[CH2:9][NH:8][CH2:48][CH2:47][C:11]=3[N:12]=2)[N:30]([S:36]([C:39]2[CH:45]=[CH:44][C:42]([CH3:43])=[CH:41][CH:40]=2)(=[O:37])=[O:38])[N:29]=1 |f:4.5.6|. Reported procedure: To a solution of (R)-6-benzyl-2-(3,5-dimethyl-1-tosyl-1H-indazol-4-yl)-4-(4-methoxy-3,3-dimethylpiperidin-1-yl)-5,6,7,8-tetrahydropyrido[4,3-d]pyrimidine (3.0 g, 4.51 mmol) in THF (24 mL) and water (6 mL) was added acetic acid (1.30 mL, 22.6 mmol). The solution was warmed to 40° C. and Pd(OH)2 20% on carbon (0.792 mg, 1.13 mmol) was added. The mixture was then stirred under a hydrogen atmosphere for 2.25 h. The mixture was then allowed to cool to rt and was filtered over Celite®, washing with Et...